From a dataset of the Open Reaction Database (ORD), a public repository of structured organic reaction records. describe an organic reaction: reactants, conditions, products, and yield Starting materials: P(OCC)(OCC)OCC (Triethyl phosphite), [I-].[Na+] (sodium iodide), ClCC=1N=CN(C1)C(C1=CC=CC=C1)(C1=CC=CC=C1)C1=CC=CC=C1 (4-Chloromethyl-1-triphenylmethylimidazole). Reaction conditions: temperature 0 celsius, time 8 hour. Yields the product C(C)OP(=O)(OCC)CC=1N=CN(C1)C(C1=CC=CC=C1)(C1=CC=CC=C1)C1=CC=CC=C1 (4-Diethylphosphonomethyl-1-triphenylmethylimidazole). Procedure details: The product from Step C is dissolved in acetonitrile and cooled to 0° C. Triethyl phosphite (1 equivalent) and sodium iodide (1 equivalent) are added, and the reaction stirred at room temperature overnight. The reaction is quenched with ammonium chloride, and extracted with ethyl acetate. The organic phase is dried over magnesium sulfate, filtered and concentrated to provide the title compound. Reaction SMILES: Cl[CH2:2][C:3]1[N:4]=[CH:5][N:6]([C:8]([C:21]2[CH:26]=[CH:25][CH:24]=[CH:23][CH:22]=2)([C:15]2[CH:20]=[CH:19][CH:18]=[CH:17][CH:16]=2)[C:9]2[CH:14]=[CH:13][CH:12]=[CH:11][CH:10]=2)[CH:7]=1.[P:27]([O:34]CC)([O:31][CH2:32][CH3:33])[O:28][CH2:29][CH3:30].[I-].[Na+]>C(#N)C>[CH2:29]([O:28][P:27]([CH2:2][C:3]1[N:4]=[CH:5][N:6]([C:8]([C:21]2[CH:26]=[CH:25][CH:24]=[CH:23][CH:22]=2)([C:15]2[CH:20]=[CH:19][CH:18]=[CH:17][CH:16]=2)[C:9]2[CH:14]=[CH:13][CH:12]=[CH:11][CH:10]=2)[CH:7]=1)([O:31][CH2:32][CH3:33])=[O:34])[CH3:30] |f:2.3|. The solvent is C(C)#N (acetonitrile). Reactants: CCN(CC)CCCBr, Br, O=C([O-])[O-], CCN(CC)CCCn1nc(N)c2ccccc21, CN(C)C=O, [K+], [K+], O. Product: CCN(CC)CCCNc1nn(CCCN(CC)CC)c2ccccc12. RXN SMILES: [Br:25][CH2:26][CH2:27][CH2:28][N:29]([CH2:30][CH3:31])[CH2:32][CH3:33].[BrH:24].[C:34](=[O:35])([O-:36])[O-:37].[CH2:6]([CH3:7])[N:8]([CH2:9][CH2:10][CH2:11][n:12]1[n:13][c:14]([NH2:21])[c:15]2[cH:16][cH:17][cH:18][cH:19][c:20]12)[CH2:22][CH3:23].[CH3:1][N:2]([CH3:3])[CH:4]=[O:5].[K+:38].[K+:39].[OH2:40]>>[CH2:6]([CH3:7])[N:8]([CH2:9][CH2:10][CH2:11][n:12]1[n:13][c:14]([NH:21][CH2:26][CH2:27][CH2:28][N:29]([CH2:30][CH3:31])[CH2:32][CH3:33])[c:15]2[cH:16][cH:17][cH:18][cH:19][c:20]12)[CH2:22][CH3:23].